This data is from the Open Reaction Database (ORD), a public repository of structured organic reaction records. The task is: describe an organic reaction: reactants, conditions, products, and yield Starting materials: O1CCN(CC1)CCCOC1=CC=C(C#N)C=C1 (4-(3-morpholinopropoxy)benzonitrile), [H-].[Al+3].[Li+].[H-].[H-].[H-] (lithium aluminium hydride). Product: O1CCN(CC1)CCCOC1=CC=C(CN)C=C1 (4-(3-Morpholinopropoxy)benzylamine). Yield: 100.0%. RXN SMILES: [O:1]1[CH2:6][CH2:5][N:4]([CH2:7][CH2:8][CH2:9][O:10][C:11]2[CH:18]=[CH:17][C:14]([C:15]#[N:16])=[CH:13][CH:12]=2)[CH2:3][CH2:2]1.[H-].[Al+3].[Li+].[H-].[H-].[H-]>>[O:1]1[CH2:2][CH2:3][N:4]([CH2:7][CH2:8][CH2:9][O:10][C:11]2[CH:18]=[CH:17][C:14]([CH2:15][NH2:16])=[CH:13][CH:12]=2)[CH2:5][CH2:6]1 |f:1.2.3.4.5.6|. Procedure: According to a similar manner as that in Reference Example 78, 4-(3-morpholinopropoxy)benzonitrile obtained above was reduced by lithium aluminium hydride to give the title compound (100%). This compound was used in the subsequent reaction without further purification. Reactants: SCc1ccccc1, CS(C)=O, COc1cc2c(Nc3cc(OC)c(Cl)cc3Cl)c(C#N)cnc2cc1F, [H-], [Na+], C1CCOC1. Yields the product COc1cc(Nc2c(C#N)cnc3cc(SCc4ccccc4)c(OC)cc23)c(Cl)cc1Cl. As a reaction SMILES: [CH2:3]([c:4]1[cH:5][cH:6][cH:7][cH:8][cH:9]1)[SH:10].[CH3:37][S:38](=[O:39])[CH3:40].[Cl:11][c:12]1[c:13]([NH:21][c:22]2[c:23]([C:35]#[N:36])[cH:24][n:25][c:26]3[cH:27][c:28]([F:34])[c:29]([O:32][CH3:33])[cH:30][c:31]23)[cH:14][c:15]([O:19][CH3:20])[c:16]([Cl:18])[cH:17]1.[H-:1].[Na+:2].[O:41]1[CH2:42][CH2:43][CH2:44][CH2:45]1>>[CH2:3]([c:4]1[cH:5][cH:6][cH:7][cH:8][cH:9]1)[S:10][c:28]1[cH:27][c:26]2[n:25][cH:24][c:23]([C:35]#[N:36])[c:22]([NH:21][c:13]3[c:12]([Cl:11])[cH:17][c:16]([Cl:18])[c:15]([O:19][CH3:20])[cH:14]3)[c:31]2[cH:30][c:29]1[O:32][CH3:33]. The reactants are ClC=1C=C(C#N)C=C(C1)OC=1C(NC=CC1C(F)(F)F)=O (3-chloro-5-{[2-oxo-4-(trifluoromethyl)-1,2-dihydropyridin-3-yl]oxy}benzonitrile), C([O-])([O-])=O.[K+].[K+] (potassium carbonate), BrCC1=NN(C2=NC=CC=C21)C(=O)OC(C)(C)C (tert-butyl 3-(bromomethyl)-1H-pyrazolo[3,4-b]pyridine-1-carboxylate). Solvent: O (water), CN(C=O)C (dimethylformamide), CN(C=O)C (dimethylformamide), CO (methanol). Run at time 16 hour. Yields the product ClC=1C=C(OC=2C(N(C=CC2C(F)(F)F)CC2=NN(C3=NC=CC=C32)C(=O)OC(C)(C)C)=O)C=C(C1)C#N (tert-butyl 3-{[3-(3-chloro-5-cyanophenoxy)-2-oxo-4-(trifluoromethyl)pyridin-1(2H)-yl]methyl}-1H-pyrazolo[3,4-b]pyridine-1-carboxylate). RXN SMILES: [Cl:1][C:2]1[CH:3]=[C:4]([CH:7]=[C:8]([O:10][C:11]2[C:12](=[O:21])[NH:13][CH:14]=[CH:15][C:16]=2[C:17]([F:20])([F:19])[F:18])[CH:9]=1)[C:5]#[N:6].C(=O)([O-])[O-].[K+].[K+].Br[CH2:29][C:30]1[C:38]2[C:33](=[N:34][CH:35]=[CH:36][CH:37]=2)[N:32]([C:39]([O:41][C:42]([CH3:45])([CH3:44])[CH3:43])=[O:40])[N:31]=1>CN(C)C=O.O.CO>[Cl:1][C:2]1[CH:9]=[C:8]([CH:7]=[C:4]([C:5]#[N:6])[CH:3]=1)[O:10][C:11]1[C:12](=[O:21])[N:13]([CH2:29][C:30]2[C:38]3[C:33](=[N:34][CH:35]=[CH:36][CH:37]=3)[N:32]([C:39]([O:41][C:42]([CH3:45])([CH3:44])[CH3:43])=[O:40])[N:31]=2)[CH:14]=[CH:15][C:16]=1[C:17]([F:18])([F:19])[F:20] |f:1.2.3|. Procedure details: To a flask charged with 3-chloro-5-{[2-oxo-4-(trifluoromethyl)-1,2-dihydropyridin-3-yl]oxy}benzonitrile (3C, 2.03 g, 6.45 mmol) and potassium carbonate (0.891 g, 6.45 mmol) was added dimethylformamide (20 mL). To this under N2 was added tert-butyl 3-(bromomethyl)-1H-pyrazolo[3,4-b]pyridine-1-carboxylate (2.01 g, 6.45 mmol) as a solution in dimethylformamide (10 mL). This was allowed to stir at room temperature for 16 hours. After this time the reaction mixture was diluted with water (50 mL) and ... Starting materials: C(C)(C)(C)OC(NC1=C(C=C(C=C1)C(F)(F)F)NC(CC(=O)C1=CC(=CC=C1)C1=CC(=NC=C1CC)C)=O)=O ((2-{3-[3-(5-ethyl-2-methyl-pyridin-4-yl)-phenyl]-3-oxo-propionylamino}-4-trifluoromethyl-phenyl)-carbamic acid tert-butyl ester), C(=O)(C(F)(F)F)O (TFA). The solvent is C(Cl)Cl (CH2Cl2). The product is C(C)C=1C(=CC(=NC1)C)C=1C=C(C=CC1)C1=NC2=C(NC(C1)=O)C=C(C=C2)C(F)(F)F (4-[3-(5-Ethyl-2-methyl-pyridin-4-yl)-phenyl]-8-trifluoromethyl-1,3-dihydro benzo[b][1,4]diazepin-2-one), solid. Isolated yield 87.0%. As a reaction SMILES: C(OC(=O)[NH:7][C:8]1[CH:13]=[CH:12][C:11]([C:14]([F:17])([F:16])[F:15])=[CH:10][C:9]=1[NH:18][C:19](=[O:38])[CH2:20][C:21]([C:23]1[CH:28]=[CH:27][CH:26]=[C:25]([C:29]2[C:34]([CH2:35][CH3:36])=[CH:33][N:32]=[C:31]([CH3:37])[CH:30]=2)[CH:24]=1)=O)(C)(C)C.C(O)(C(F)(F)F)=O>C(Cl)Cl>[CH2:35]([C:34]1[C:29]([C:25]2[CH:24]=[C:23]([C:21]3[CH2:20][C:19](=[O:38])[NH:18][C:9]4[CH:10]=[C:11]([C:14]([F:16])([F:17])[F:15])[CH:12]=[CH:13][C:8]=4[N:7]=3)[CH:28]=[CH:27][CH:26]=2)=[CH:30][C:31]([CH3:37])=[N:32][CH:33]=1)[CH3:36]. Procedure details: The title compound was prepared from (2-{3-[3-(5-ethyl-2-methyl-pyridin-4-yl)-phenyl]-3-oxo-propionylamino}-4-trifluoromethyl-phenyl)-carbamic acid tert-butyl ester (Example M133) (0.26 g, 0.49 mmol) by treatment with TFA in CH2Cl2 according to the general procedure N. Obtained as an off-white solid (170 mg, 87%). Starting materials: OC1=C(C(=CC2=C1[C@@]1(C(C3=CC=4C(C(=CC(C4C(=C3C([C@@]1([C@@H](C2)O)OC)=O)O)=N)N[C@H]2O[C@H]([C@@H]([C@H]([C@H]2OC)O)OC)C)=O)=O)O)C)C(=O)OC ((6R,6aS,14aR)-methyl 1,6,8,14a-tetrahydroxy-11-((2S,3R,4R,5R,6S)-4-hydroxy-3,5-dimethoxy-6-methyltetrahydro-2H-pyran-2-ylamino)-9-imino-6a-methoxy-3-methyl-7,12,14-trioxo-5,6,6a,7,9,12,14,14a-octahydrobenzo[a]tetracene-2-carboxylate), [Br-].C(C)OC(CC[Zn+])=O (3-ethoxy-3-oxopropylzinc bromide). The solvent is C1CCOC1 (THF), C1CCOC1 (THF). Reaction conditions: temperature -78 celsius, time 2 hour. The product is C(C)OC(CCC1(C(=CC(C=2C(=C3C([C@@]4([C@@H](CC5=C([C@@]4(C(C3=CC12)=O)O)C(=C(C(=C5)C)C(=O)OC)O)O)OC)=O)O)=N)N[C@H]5O[C@H]([C@@H]([C@H]([C@H]5OC)O)OC)C)O)=O ((6R,6aS,14aR)-methyl 12-(3-ethoxy-3-oxopropyl)-1,6,8,12,14a-pentahydroxy-11-((2S,3R,4R,5R,6S)-4-hydroxy-3,5-dimethoxy-6-methyltetrahydro-2H-pyran-2-ylamino)-9-imino-6a-methoxy-3-methyl-7,14-dioxo-5,6,6a,7,9,12,14,14a-octahydrobenzo[a]tetracene-2-carboxylate). Yield: 12.0%. Reaction SMILES: [OH:1][C:2]1[C:7]2[C@@:8]3([OH:45])[C@@:21]([O:25][CH3:26])([C@H:22]([OH:24])[CH2:23][C:6]=2[CH:5]=[C:4]([CH3:46])[C:3]=1[C:47]([O:49][CH3:50])=[O:48])[C:20](=[O:27])[C:19]1[C:10](=[CH:11][C:12]2[C:13](=[O:43])[C:14]([NH:30][C@@H:31]4[C@H:36]([O:37][CH3:38])[C@H:35]([OH:39])[C@@H:34]([O:40][CH3:41])[C@H:33]([CH3:42])[O:32]4)=[CH:15][C:16](=[NH:29])[C:17]=2[C:18]=1[OH:28])[C:9]3=[O:44].[Br-].[CH2:52]([O:54][C:55](=[O:59])[CH2:56][CH2:57][Zn+])[CH3:53]>C1COCC1>[CH2:52]([O:54][C:55](=[O:59])[CH2:56][CH2:57][C:13]1([OH:43])[C:12]2[CH:11]=[C:10]3[C:19]([C:20](=[O:27])[C@@:21]4([O:25][CH3:26])[C@@:8]([OH:45])([C:9]3=[O:44])[C:7]3[C:2]([OH:1])=[C:3]([C:47]([O:49][CH3:50])=[O:48])[C:4]([CH3:46])=[CH:5][C:6]=3[CH2:23][C@H:22]4[OH:24])=[C:18]([OH:28])[C:17]=2[C:16](=[NH:29])[CH:15]=[C:14]1[NH:30][C@@H:31]1[C@H:36]([O:37][CH3:38])[C@H:35]([OH:39])[C@@H:34]([O:40][CH3:41])[C@H:33]([CH3:42])[O:32]1)[CH3:53] |f:1.2|. Reported procedure: To a −78° C. solution of (6R,6aS,14aR)-methyl 1,6,8,14a-tetrahydroxy-11-((2S,3R,4R,5R,6S)-4-hydroxy-3,5-dimethoxy-6-methyltetrahydro-2H-pyran-2-ylamino)-9-imino-6a-methoxy-3-methyl-7,12,14-trioxo-5,6,6a,7,9,12,14,14a-octahydrobenzo[a]tetracene-2-carboxylate (50 mg, 0.072 mmol) in THF (2 mL) was added a solution of 3-ethoxy-3-oxopropylzinc bromide in THF (0.5 M, 1.15 mL, 0.58 mmol) dropwise. The reaction mixture was stirred at −78° C. for 2 h, and then quenched with a saturated solution of ammoni... Starting materials: [H-].[Na+] (NaH), C1(CCCCC1)C1=C(NC2=CC(=CC=C12)C(=O)OC)C1=C(C=CC=C1)O (methyl 3-cyclohexyl-2-(2-hydroxyphenyl)-1H-indole-6-carboxylate), BrCC1(COC(OC1)(C)C)CBr (5,5-bis(bromomethyl)-2,2-dimethyl-1,3-dioxane). Run in CN(C)C=O (DMF), CN(C)C=O (DMF). Run at time 20 minute. Product: C1(CCCCC1)C=1C=2C=CC(=CC2N2CC3(COC4=C(C21)C=CC=C4)COC(OC3)(C)C)C(=O)OC (methyl 14′-cyclohexyl-2,2-dimethylspiro[1,3-dioxane-5,7′-indolo[1,2-e][1,5]benzoxazocine]-11′-carboxylate). Isolated yield 50.0%. RXN SMILES: [H-].[Na+].[CH:3]1([C:9]2[C:17]3[C:12](=[CH:13][C:14]([C:18]([O:20][CH3:21])=[O:19])=[CH:15][CH:16]=3)[NH:11][C:10]=2[C:22]2[CH:27]=[CH:26][CH:25]=[CH:24][C:23]=2[OH:28])[CH2:8][CH2:7][CH2:6][CH2:5][CH2:4]1.Br[CH2:30][C:31]1([CH2:39]Br)[CH2:36][O:35][C:34]([CH3:38])([CH3:37])[O:33][CH2:32]1>CN(C=O)C>[CH:3]1([C:9]2[C:17]3[CH:16]=[CH:15][C:14]([C:18]([O:20][CH3:21])=[O:19])=[CH:13][C:12]=3[N:11]3[C:10]=2[C:22]2[CH:27]=[CH:26][CH:25]=[CH:24][C:23]=2[O:28][CH2:39][C:31]2([CH2:36][O:35][C:34]([CH3:38])([CH3:37])[O:33][CH2:32]2)[CH2:30]3)[CH2:8][CH2:7][CH2:6][CH2:5][CH2:4]1 |f:0.1|. Procedure details: NaH (5 eq, 60% dispersion in mineral oil) was added to a degassed solution of methyl 3-cyclohexyl-2-(2-hydroxyphenyl)-1H-indole-6-carboxylate (prepared as described in published International patent application WO2006/046030) in DMF (0.2 M) and the solution was allowed to stir for 20 min at RT. The mixture was then placed in an oil bath preheated at 70° C., a degassed solution of 5,5-bis(bromomethyl)-2,2-dimethyl-1,3-dioxane (1.5 eq) in dry DMF (0.4M) was added and the mixture was stirred for 1 ... Starting materials: CCc1nsc(C(=O)OC)c1C(=O)OC, CO, [Na+], [OH-], O. Yields the product CCc1nsc(C(=O)O)c1C(=O)OC. RXN SMILES: [CH2:3]([CH3:4])[c:5]1[n:6][s:7][c:8]([C:14](=[O:15])[O:16][CH3:17])[c:9]1[C:10](=[O:11])[O:12][CH3:13].[CH3:19][OH:20].[Na+:2].[OH-:1].[OH2:18]>>[CH2:3]([CH3:4])[c:5]1[n:6][s:7][c:8]([C:14](=[O:15])[OH:16])[c:9]1[C:10](=[O:11])[O:12][CH3:13]. The reactants are CC=1C=C(C2=C(N=C(O2)S)C1)C (5,7-dimethyl-2-mercaptobenzoxazole), N1CCNCC1 (piperazine). Run in [N+](=O)([O-])C (nitromethane). Product: CC=1C=C(C2=C(N=C(O2)N2CCNCC2)C1)C (5,7-Dimethyl-2-(1-piperazinyl)benzoxazole). As a reaction SMILES: [CH3:1][C:2]1[CH:3]=[C:4]([CH3:12])[C:5]2[O:9][C:8](S)=[N:7][C:6]=2[CH:11]=1.[NH:13]1[CH2:18][CH2:17][NH:16][CH2:15][CH2:14]1>[N+](C)([O-])=O>[CH3:1][C:2]1[CH:3]=[C:4]([CH3:12])[C:5]2[O:9][C:8]([N:13]3[CH2:18][CH2:17][NH:16][CH2:15][CH2:14]3)=[N:7][C:6]=2[CH:11]=1. Procedure details: A 50 mg portion of 5,7-dimethyl-2-mercaptobenzoxazole was dissolved in 5 ml of nitromethane, and the solution was mixed with 240 mg of piperazine and heated under reflux for 12 hours. The solvent was concentrated under a reduced pressure, and the residual oily matter was mixed with saturated sodium bicarbonate aqueous solution and extracted with ethyl acetate. The organic layer was washed with saturated brine and dried with magnesium sulfate, and then the solvent was evaporated under a reduced p...